This data is from the Open Reaction Database (ORD), a public repository of structured organic reaction records. The task is: describe an organic reaction: reactants, conditions, products, and yield Starting materials: dibromide, BrBr (Br2), FC1=C(C=CC(=C1)C)C1=CC=CC=C1 (2-fluoro-4-methylbiphenyl), monobromide. Run in C(Cl)(Cl)(Cl)Cl (CCl4). Product: FC1=C(C=CC(=C1)CBr)C1=CC=CC=C1 (2-fluoro-4-monobromomethylbiphenyl). Reaction SMILES: [Br:1]Br.[F:3][C:4]1[CH:9]=[C:8]([CH3:10])[CH:7]=[CH:6][C:5]=1[C:11]1[CH:16]=[CH:15][CH:14]=[CH:13][CH:12]=1>C(Cl)(Cl)(Cl)Cl>[F:3][C:4]1[CH:9]=[C:8]([CH2:10][Br:1])[CH:7]=[CH:6][C:5]=1[C:11]1[CH:12]=[CH:13][CH:14]=[CH:15][CH:16]=1. Procedure: In this instance one equivalent of Br2 was added dropwise to a refluxing solution of 2-fluoro-4-methylbiphenyl and CCl4 while being irradiated with a sunlamp. NMR analysis showed the ratio of starting material:monobromide:dibromide to be 21:67:12. Starting materials: COC(=O)C(C)(C)CO, Cc1ccccc1, CCN(C(C)C)C(C)C, O=C(Cl)Cl, ClCCl, Cn1nnc(N(Cc2cc(C(F)(F)F)cc(C(F)(F)F)c2)C2CCCNc3cc4c(cc32)CCC4)n1, c1ccncc1. Product: COC(=O)C(C)(C)COC(=O)N1CCCC(N(Cc2cc(C(F)(F)F)cc(C(F)(F)F)c2)c2nnn(C)n2)c2cc3c(cc21)CCC3. As a reaction SMILES: [CH3:12][O:13][C:14]([C:15]([CH2:16][OH:17])([CH3:18])[CH3:19])=[O:20].[CH3:5][c:6]1[cH:7][cH:8][cH:9][cH:10][cH:11]1.[CH:21]([N:22]([CH:23]([CH3:24])[CH3:25])[CH2:26][CH3:27])([CH3:28])[CH3:29].[Cl:1][C:2]([Cl:3])=[O:4].[Cl:72][CH2:73][Cl:74].[F:30][C:31]([c:32]1[cH:33][c:34]([CH2:35][N:36]([CH:37]2[CH2:38][CH2:39][CH2:40][NH:41][c:42]3[c:43]2[cH:44][c:45]2[c:49]([cH:50]3)[CH2:48][CH2:47][CH2:46]2)[c:51]2[n:52][n:53][n:54]([CH3:56])[n:55]2)[cH:57][c:58]([C:60]([F:61])([F:62])[F:63])[cH:59]1)([F:64])[F:65].[cH:66]1[cH:67][cH:68][n:69][cH:70][cH:71]1>>[C:2](=[O:4])([O:17][CH2:16][C:15]([C:14]([O:13][CH3:12])=[O:20])([CH3:18])[CH3:19])[N:41]1[CH2:40][CH2:39][CH2:38][CH:37]([N:36]([CH2:35][c:34]2[cH:33][c:32]([C:31]([F:30])([F:64])[F:65])[cH:59][c:58]([C:60]([F:61])([F:62])[F:63])[cH:57]2)[c:51]2[n:52][n:53][n:54]([CH3:56])[n:55]2)[c:43]2[c:42]1[cH:50][c:49]1[c:45]([cH:44]2)[CH2:46][CH2:47][CH2:48]1. Reactants: O=C1NC(Cc2ccccc2)C(CO)O1, CS(=O)(=O)Cl, CCOC(C)=O, CC(C)=O, CN1CCOCC1, [Na+], O=C([O-])O. Product: CS(=O)(=O)OCC1OC(=O)NC1Cc1ccccc1. RXN SMILES: [CH2:6]([c:7]1[cH:8][cH:9][cH:10][cH:11][cH:12]1)[CH:13]1[NH:14][C:15](=[O:20])[O:16][CH:17]1[CH2:18][OH:19].[CH3:1][S:2]([Cl:3])(=[O:4])=[O:5].[CH3:26][CH2:27][O:28][C:29](=[O:30])[CH3:31].[CH3:32][C:33](=[O:34])[CH3:35].[CH3:36][N:37]1[CH2:38][CH2:39][O:40][CH2:41][CH2:42]1.[Na+:25].[O-:21][C:22]([OH:23])=[O:24]>>[CH3:1][S:2](=[O:4])(=[O:5])[O:19][CH2:18][CH:17]1[CH:13]([CH2:6][c:7]2[cH:8][cH:9][cH:10][cH:11][cH:12]2)[NH:14][C:15](=[O:20])[O:16]1. Reaction SMILES: [NH2:1][C:2]1[C:7]([N+:8]([O-:10])=[O:9])=[CH:6][CH:5]=[C:4](Cl)[N:3]=1.[CH2:12]([NH2:19])[C:13]1[CH:18]=[CH:17][CH:16]=[CH:15][CH:14]=1.C(=O)([O-])[O-].[K+].[K+]>C(O)CCC>[NH2:1][C:2]1[C:7]([N+:8]([O-:10])=[O:9])=[CH:6][CH:5]=[C:4]([NH:19][CH2:12][C:13]2[CH:18]=[CH:17][CH:16]=[CH:15][CH:14]=2)[N:3]=1 |f:2.3.4|. The product is NC1=NC(=CC=C1[N+](=O)[O-])NCC1=CC=CC=C1 (2-amino-6-benzylamino-3-nitropyridine). Yield: 91.0%. Procedure details: 2-Amino-6-benzylamino-3-nitropyridine was prepared from 2-amino-6-chloro-3-nitropyridine as follows: 2-Amino-6-chloro-3-nitropyridine (17.35 g, 0.10 mol), benzyl amine (Fluka) (10.72 g, 0.10 mol) and powdered potassium carbonate (10.4 g, 0.035 mol) in n-butanol (100 mL) were heated under reflux for 2 hours. The suspension was filtered and after cooling to room temperature the solid was collected by filtration, washed with butanol, and dried at 50 C. in vacuo to give 2-amino-6-benzylamino-3-nitro... Solvent: C(CCC)O (n-butanol). Starting materials: NC1=NC(=CC=C1[N+](=O)[O-])Cl (2-amino-6-chloro-3-nitropyridine), NC1=NC(=CC=C1[N+](=O)[O-])Cl (2-Amino-6-chloro-3-nitropyridine), C(C1=CC=CC=C1)N (benzyl amine), C([O-])([O-])=O.[K+].[K+] (potassium carbonate). Reactants: NC1=CC=C(C=N1)N1CC2CCC(C1)N2C(=O)OC(C)(C)C (tert-butyl 3-(6-amino-3-pyridinyl)-3,8-diazabicyclo[3.2.1]octane-8-carboxylate), Cl.CCOCC (HCl ether). Product: Cl.Cl.Cl.NC1=CC=C(C=N1)N1CC2CCC(C1)N2 (3-(6-amino-3-pyridinyl)-3,8-diazabicyclo[3.2.1]octane trihydrochloride). Isolated yield 72.0%. RXN SMILES: [NH2:1][C:2]1[N:7]=[CH:6][C:5]([N:8]2[CH2:14][CH:13]3[N:15](C(OC(C)(C)C)=O)[CH:10]([CH2:11][CH2:12]3)[CH2:9]2)=[CH:4][CH:3]=1.[ClH:23].CCOCC>>[ClH:23].[ClH:23].[ClH:23].[NH2:1][C:2]1[N:7]=[CH:6][C:5]([N:8]2[CH2:14][CH:13]3[NH:15][CH:10]([CH2:11][CH2:12]3)[CH2:9]2)=[CH:4][CH:3]=1 |f:1.2,3.4.5.6|. Procedure details: The product from Example 11A was treated with 1M HCl/ether to provide the title compound (72% yield). 1H NMR (DMSO-d6, 300 MHz) δ 2.00 (s, 4H), 3.2 (d, J=11 Hz, 2H), 3.4 (s, J=11 Hz, 2H), 4.20 (br s, 2H), 5.80 (s, 2H, exchangeable), 7.00, (d, J=8.5 Hz, 1H), 7.40 (br s, 1H), 7.80 (br s, 2H, exchangeable), 7.9-8.0 (m, 1H), 9.10 (br s, 2H, exchangeable). The reactants are C(C)(=O)OC1=CC(=CC=2CC[C@H]3[C@@H]4CC[C@@H]([C@@]4(C)CC[C@@H]3C12)O)OC (1-Acetoxy-3-methoxyestra-1,3,5(10)-trien-17β-ol), [H+].[B-](F)(F)(F)F (HBF4), C (CH2H2), N(=O)CNC(=O)N (N-nitrosomethylurea). Run in C(Cl)Cl (methylene chloride). Yields the product C(C)(=O)OC1=CC(=CC=2CC[C@H]3[C@@H]4CC[C@@H]([C@@]4(C)CC[C@@H]3C12)OC)OC (1-acetoxy-3,17β-dimethoxy-1,3,5(10)-estratriene). As a reaction SMILES: [C:1]([O:4][C:5]1[C:22]2[C@@H:21]3[C@H:12]([C@H:13]4[C@@:17]([CH2:19][CH2:20]3)([CH3:18])[C@@H:16]([OH:23])[CH2:15][CH2:14]4)[CH2:11][CH2:10][C:9]=2[CH:8]=[C:7]([O:24][CH3:25])[CH:6]=1)(=[O:3])[CH3:2].C.N([CH2:29]NC(N)=O)=O.[H+].[B-](F)(F)(F)F>C(Cl)Cl>[C:1]([O:4][C:5]1[C:22]2[C@@H:21]3[C@H:12]([C@H:13]4[C@@:17]([CH2:19][CH2:20]3)([CH3:18])[C@@H:16]([O:23][CH3:29])[CH2:15][CH2:14]4)[CH2:11][CH2:10][C:9]=2[CH:8]=[C:7]([O:24][CH3:25])[CH:6]=1)(=[O:3])[CH3:2] |f:3.4|. Procedure: 1-Acetoxy-3-methoxyestra-1,3,5(10)-trien-17β-ol (1.0 g) is etherified with CH2H2, generated from N-nitrosomethylurea and catalyzed with a drop of 48% HBF4 in methylene chloride. The resulting polymethylene polymer is filtered and the methylene chloride filtrate is washed with 10% sodium bicarbonate solution, water and then dried over sodium sulfate. Evaporation in vacuo gives an oil which is crystallized from ethanol to give 1-acetoxy-3,17β-dimethoxy-1,3,5(10)-estratriene as a white solid, yield... Starting materials: C(CC)N (n-propylamine), P(=O)(OC)(Cl)Cl (Methyl dichlorophosphate), C1(=CC=CC=C1)COC(=O)N[C@@H]1C(NC1)=O ((S)-3-[[(Phenylmethoxy)carbonyl]amino]-2-azetidinone), solution, C(CCC)[Li] (n-butyl lithium), P(=O)([O-])([O-])[O-] (phosphate). Solvent: C(C)#N (acetonitrile), C(C)#N (acetonitrile), O1CCCC1 (tetrahydrofuran), CCCCCC (hexane). Conditions: temperature -78 celsius, time 30 minute. Product: C1(=CC=CC=C1)COC(=O)NC1C(N(C1)[P@](OC)(=O)NCCC)=O ((S)-P-[3-[[(Phenylmethoxy)carbonyl]amino]-2-oxo-1-azetidinyl]-N-propylphosphonamidic acid, methyl ester). Isolated yield 57.0%. Reaction SMILES: [C:1]1([CH2:7][O:8][C:9]([NH:11][C@H:12]2[CH2:15][NH:14][C:13]2=[O:16])=[O:10])[CH:6]=[CH:5][CH:4]=[CH:3][CH:2]=1.C([Li])CCC.[P:22](Cl)(Cl)([O:24][CH3:25])=[O:23].[CH2:28]([NH2:31])[CH2:29][CH3:30].P([O-])([O-])([O-])=O>O1CCCC1.CCCCCC.C(#N)C>[C:1]1([CH2:7][O:8][C:9]([NH:11][CH:12]2[CH2:15][N:14]([P@@:22]([NH:31][CH2:28][CH2:29][CH3:30])(=[O:23])[O:24][CH3:25])[C:13]2=[O:16])=[O:10])[CH:6]=[CH:5][CH:4]=[CH:3][CH:2]=1. Procedure details: (S)-3-[[(Phenylmethoxy)carbonyl]amino]-2-azetidinone (5.0 g) was dissolved in dry tetrahydrofuran (140 ml) and cooled to -78° C. in a dry ice-acetone bath under a nitrogen atmosphere. This mixture was treated with 1 equivalent of a 1.56 M solution of n-butyl lithium in hexane (14.2 ml) and was stirred for 30 minutes at -78° C. Methyl dichlorophosphate (3.38 g) was added and the mixture stirred for 1 hour at -78° C., followed by the addition of 2 equivalents of distilled n-propylamine (2.68 g) an... Reactants: O=C1NC(c2cc(Br)ccc2F)(C2CC2)CO1, CCO, [Li+], [OH-], O, O. The product is NC(CO)(c1cc(Br)ccc1F)C1CC1. Reaction SMILES: [Br:1][c:2]1[cH:3][cH:4][c:5]([F:17])[c:6]([C:8]2([CH:14]3[CH2:15][CH2:16]3)[NH:9][C:10](=[O:13])[O:11][CH2:12]2)[cH:7]1.[CH3:21][CH2:22][OH:23].[Li+:20].[OH-:19].[OH2:18].[OH2:24]>>[Br:1][c:2]1[cH:3][cH:4][c:5]([F:17])[c:6]([C:8]([NH2:9])([CH2:12][OH:11])[CH:14]2[CH2:15][CH2:16]2)[cH:7]1. Reactants: FC(F)(F)c1ccc2c(Cl)ccnc2n1, CC1(C)OB(c2ccc(F)c(-c3cc(C#N)ccc3F)c2)OC1(C)C. Yields the product N#Cc1ccc(F)c(-c2cc(-c3ccnc4nc(C(F)(F)F)ccc34)ccc2F)c1. As a reaction SMILES: [Cl:1][c:2]1[c:3]2[cH:4][cH:5][c:6]([C:12]([F:13])([F:14])[F:15])[n:7][c:8]2[n:9][cH:10][cH:11]1.[F:16][c:17]1[cH:18][cH:19][c:20]([C:39]#[N:40])[cH:21][c:22]1-[c:23]1[c:24]([F:38])[cH:25][cH:26][c:27]([B:29]2[O:30][C:31]([CH3:32])([CH3:33])[C:34]([CH3:35])([CH3:36])[O:37]2)[cH:28]1>>[c:2]1(-[c:27]2[cH:26][cH:25][c:24]([F:38])[c:23](-[c:22]3[c:17]([F:16])[cH:18][cH:19][c:20]([C:39]#[N:40])[cH:21]3)[cH:28]2)[c:3]2[cH:4][cH:5][c:6]([C:12]([F:13])([F:14])[F:15])[n:7][c:8]2[n:9][cH:10][cH:11]1. The reactants are [Li]CCCC (n-BuLi), C(C1=CC=CC=C1)=O (benzaldehyde), COC(C1=C(C=CC(=C1)OCC1=CC=CC=C1)Br)OC (2-bromo-5-benzyloxy benzaldehyde dimethylacetal). Run in CCCCCC (hexane), C1CCOC1 (THF), C1CCOC1 (THF). Reaction conditions: temperature -10 celsius, time 15 minute. The product is COC(C1=C(C=CC(=C1)OCC1=CC=CC=C1)C(C1=CC=CC=C1)O)OC (2-(α-Hydroxybenzyl)-5-benzyloxybenzaldehyde dimethylacetal). As a reaction SMILES: [CH3:1][O:2][CH:3]([O:19][CH3:20])[C:4]1[CH:9]=[C:8]([O:10][CH2:11][C:12]2[CH:17]=[CH:16][CH:15]=[CH:14][CH:13]=2)[CH:7]=[CH:6][C:5]=1Br.[Li]CCCC.[CH:26](=[O:33])[C:27]1[CH:32]=[CH:31][CH:30]=[CH:29][CH:28]=1>C1COCC1.CCCCCC>[CH3:1][O:2][CH:3]([O:19][CH3:20])[C:4]1[CH:9]=[C:8]([O:10][CH2:11][C:12]2[CH:17]=[CH:16][CH:15]=[CH:14][CH:13]=2)[CH:7]=[CH:6][C:5]=1[CH:26]([OH:33])[C:27]1[CH:32]=[CH:31][CH:30]=[CH:29][CH:28]=1. Reported procedure: To a solution of 2-bromo-5-benzyloxy benzaldehyde dimethylacetal (Tet. Lett., 22, 5027 (1981)) (130 g) in THF (2.0 L), cooled to -78° C., was added dropwise a solution of n-BuLi (210 ml, 1.91M) in hexane. After 15 min., a solution of benzaldehyde (48 mL) in THF (50 ml) was added dropwise. The cooling bath was removed, then the reaction mixture was warmed slowly (40 min.) to -10° C. and quenched with a saturated NH4Cl solution. The reaction mixture was diluted with Et2O (2.0L). The organic phase ...